Task: describe an organic reaction: reactants, conditions, products, and yield. Dataset: the Open Reaction Database (ORD), a public repository of structured organic reaction records Reactants: CCc1c(C(=O)c2cc(C)cc(C)c2)[nH]c(=O)[nH]c1=O, COc1cccc(CBr)c1. Product: CCc1c(C(=O)c2cc(C)cc(C)c2)n(Cc2cccc(OC)c2)c(=O)[nH]c1=O. RXN SMILES: [CH2:1]([CH3:2])[c:3]1[c:4](=[O:20])[nH:5][c:6](=[O:19])[nH:7][c:8]1[C:9]([c:10]1[cH:11][c:12]([CH3:17])[cH:13][c:14]([CH3:16])[cH:15]1)=[O:18].[CH3:21][O:22][c:23]1[cH:24][c:25]([CH2:26][Br:27])[cH:28][cH:29][cH:30]1>>[CH2:1]([CH3:2])[c:3]1[c:4](=[O:20])[nH:5][c:6](=[O:19])[n:7]([CH2:26][c:25]2[cH:24][c:23]([O:22][CH3:21])[cH:30][cH:29][cH:28]2)[c:8]1[C:9]([c:10]1[cH:11][c:12]([CH3:17])[cH:13][c:14]([CH3:16])[cH:15]1)=[O:18]. Reactants: ON1N=NC2=C1C=CC=C2 (1-hydroxybenzo-triazole), Cl.C(C)N=C=NCCCN(C)C (1-ethyl-3-(3-dimethylaminopropyl)carbodiimide hydrochloride), C[C@H]1C(C2=C(C[C@@H](S1)C(=O)O)C=C1C(=C2)OCO1)=O ((2R,4S)-(−)-1,2,4,5-tetrahydro-4-methyl-7,8-methylenedioxy-5-oxo-3-benzothiepin-2-carboxylic acid), NC1=CC=C(CP(OCC)(OCC)=O)C=C1 (diethyl 4-aminobenzylphosphonate). The solvent is ClCCl (dichloromethane), CN(C=O)C (N,N-dimethylformamide), O (water). Reaction conditions: temperature 25 celsius, time 15 hour. The product is C(C)OP(=O)(OCC)CC1=CC=C(C=C1)NC(=O)[C@@H]1S[C@H](C(C2=C(C1)C=C1C(=C2)OCO1)=O)C ((2R,4S)-(−)-N-[4-(diethoxyphosphorylmethyl)phenyl]-1,2,4,5-tetrahydro-4-methyl-7,8-methylenedioxy-5-oxo-3-benzo-thiepin-2-carboxamide). The yield is 43.6%. RXN SMILES: Cl.C(N=C=NCCCN(C)C)C.[CH3:13][C@@H:14]1[S:20][C@@H:19]([C:21]([OH:23])=O)[CH2:18][C:17]2[CH:24]=[C:25]3[O:30][CH2:29][O:28][C:26]3=[CH:27][C:16]=2[C:15]1=[O:31].[NH2:32][C:33]1[CH:47]=[CH:46][C:36]([CH2:37][P:38](=[O:45])([O:42][CH2:43][CH3:44])[O:39][CH2:40][CH3:41])=[CH:35][CH:34]=1.ON1C2C=CC=CC=2N=N1>ClCCl.CN(C)C=O.O>[CH2:43]([O:42][P:38]([CH2:37][C:36]1[CH:35]=[CH:34][C:33]([NH:32][C:21]([C@H:19]2[CH2:18][C:17]3[CH:24]=[C:25]4[O:30][CH2:29][O:28][C:26]4=[CH:27][C:16]=3[C:15](=[O:31])[C@H:14]([CH3:13])[S:20]2)=[O:23])=[CH:47][CH:46]=1)([O:39][CH2:40][CH3:41])=[O:45])[CH3:44] |f:0.1|. Reported procedure: A solution of 1-ethyl-3-(3-dimethylaminopropyl)carbodiimide hydrochloride (0.39 g) in dichloromethane (7 ml) was added to a solution of (2R,4S)-(−)-1,2,4,5-tetrahydro-4-methyl-7,8-methylenedioxy-5-oxo-3-benzothiepin-2-carboxylic acid (0.47 g) and diethyl 4-aminobenzylphosphonate (0.41 g) in N,N-dimethylformamide (DMF) (7 ml) at 0° C., followed by the addition of 1-hydroxybenzo-triazole (HOBt) (0.28 g). This mixture was stirred at 0° C. for 1 hour and at room temperature (25° C.) for 15 hours, af... The reactants are CNc1cccc(F)c1Cl, CN(C)c1ccncc1, Cc1cc(C(F)(F)F)nc(=O)n1-c1cc(C(=O)O)ccc1Cl, O=C(Cl)C(=O)Cl, ClCCCl, CN(C)C=O. Yields the product Cc1cc(C(F)(F)F)nc(=O)n1-c1cc(C(=O)N(C)c2cccc(F)c2Cl)ccc1Cl. RXN SMILES: [CH3:34][NH:35][c:36]1[c:37]([Cl:43])[c:38]([F:42])[cH:39][cH:40][cH:41]1.[CH3:48][N:49]([CH3:50])[c:51]1[cH:52][cH:53][n:54][cH:55][cH:56]1.[Cl:1][c:2]1[c:3](-[n:11]2[c:12](=[O:22])[n:13][c:14]([C:18]([F:19])([F:20])[F:21])[cH:15][c:16]2[CH3:17])[cH:4][c:5]([C:6](=[O:7])[OH:8])[cH:9][cH:10]1.[Cl:23][C:24]([C:25]([Cl:26])=[O:27])=[O:28].[Cl:44][CH2:45][CH2:46][Cl:47].[O:29]=[CH:30][N:31]([CH3:32])[CH3:33]>>[Cl:1][c:2]1[c:3](-[n:11]2[c:12](=[O:22])[n:13][c:14]([C:18]([F:19])([F:20])[F:21])[cH:15][c:16]2[CH3:17])[cH:4][c:5]([C:6](=[O:8])[N:35]([CH3:34])[c:36]2[c:37]([Cl:43])[c:38]([F:42])[cH:39][cH:40][cH:41]2)[cH:9][cH:10]1. Starting materials: CCCC[N+](CCCC)(CCCC)CCCC, CC(C)C(=O)Nc1cccc(C2CCNCC2)c1, CCN(C(C)C)C(C)C, OC(CCCl)c1ccccc1, [I-], C1COCCO1, O. The product is CC(C)C(=O)Nc1cccc(C2CCN(CCC(O)c3ccccc3)CC2)c1. RXN SMILES: [CH2:46]([N+:47]([CH2:48][CH2:49][CH2:50][CH3:51])([CH2:52][CH2:53][CH2:54][CH3:55])[CH2:56][CH2:57][CH2:58][CH3:59])[CH2:60][CH2:61][CH3:62].[CH3:12][CH:13]([C:14](=[O:15])[NH:16][c:17]1[cH:18][c:19]([CH:23]2[CH2:24][CH2:25][NH:26][CH2:27][CH2:28]2)[cH:20][cH:21][cH:22]1)[CH3:29].[CH:30]([N:31]([CH:32]([CH3:33])[CH3:34])[CH2:35][CH3:36])([CH3:37])[CH3:38].[Cl:1][CH2:2][CH2:3][CH:4]([OH:5])[c:6]1[cH:7][cH:8][cH:9][cH:10][cH:11]1.[I-:45].[O:39]1[CH2:40][CH2:41][O:42][CH2:43][CH2:44]1.[OH2:63]>>[CH2:2]([CH2:3][CH:4]([OH:5])[c:6]1[cH:7][cH:8][cH:9][cH:10][cH:11]1)[N:26]1[CH2:25][CH2:24][CH:23]([c:19]2[cH:18][c:17]([NH:16][C:14]([CH:13]([CH3:12])[CH3:29])=[O:15])[cH:22][cH:21][cH:20]2)[CH2:28][CH2:27]1. Reactants: CS(C)=O, COc1ccc(COC(C(=O)OCc2ccccc2)C(C)(C)COS(=O)(=O)CCCCl)cc1, [N-]=[N+]=[N-], [Na+]. Yields the product COc1ccc(COC(C(=O)OCc2ccccc2)C(C)(C)COS(=O)(=O)CCCN=[N+]=[N-])cc1. Reaction SMILES: [CH3:38][S:39](=[O:40])[CH3:41].[Cl:1][CH2:2][CH2:3][CH2:4][S:5](=[O:6])(=[O:7])[O:8][CH2:9][C:10]([CH:11]([C:12](=[O:13])[O:14][CH2:15][c:16]1[cH:17][cH:18][cH:19][cH:20][cH:21]1)[O:22][CH2:23][c:24]1[cH:25][cH:26][c:27]([O:30][CH3:31])[cH:28][cH:29]1)([CH3:32])[CH3:33].[N-:35]=[N+:36]=[N-:37].[Na+:34]>>[CH2:2]([CH2:3][CH2:4][S:5](=[O:6])(=[O:7])[O:8][CH2:9][C:10]([CH:11]([C:12](=[O:13])[O:14][CH2:15][c:16]1[cH:17][cH:18][cH:19][cH:20][cH:21]1)[O:22][CH2:23][c:24]1[cH:25][cH:26][c:27]([O:30][CH3:31])[cH:28][cH:29]1)([CH3:32])[CH3:33])[N:35]=[N+:36]=[N-:37]. The reactants are ClCC[C@@H](C1=CC=CC=C1)OC=1C=C(C=CC1)C(C)=O (1-(3-{[(1S)-3-chloro-1-phenylpropyl]oxy}phenyl)ethanone), CC(C(=O)NC1=CC(=C(C=C1)C)C1CCNCC1)C (2-methyl-N-[4-methyl-3-(4-piperidinyl)phenyl]propanamide). Procedure details: Prepared by Procedure G and Scheme AI using 1-(3-{[(1S)-3-chloro-1-phenylpropyl]oxy}phenyl)ethanone and 2-methyl-N-[4-methyl-3-(4-piperidinyl)phenyl]propanamide: ESMS m/e: 513.0 (M+H)+. Reaction SMILES: Cl[CH2:2][CH2:3][C@H:4]([O:11][C:12]1[CH:13]=[C:14]([C:18](=[O:20])[CH3:19])[CH:15]=[CH:16][CH:17]=1)[C:5]1[CH:10]=[CH:9][CH:8]=[CH:7][CH:6]=1.[CH3:21][CH:22]([CH3:39])[C:23]([NH:25][C:26]1[CH:31]=[CH:30][C:29]([CH3:32])=[C:28]([CH:33]2[CH2:38][CH2:37][NH:36][CH2:35][CH2:34]2)[CH:27]=1)=[O:24]>>[C:18]([C:14]1[CH:13]=[C:12]([CH:17]=[CH:16][CH:15]=1)[O:11][C@H:4]([C:5]1[CH:10]=[CH:9][CH:8]=[CH:7][CH:6]=1)[CH2:3][CH2:2][N:36]1[CH2:37][CH2:38][CH:33]([C:28]2[CH:27]=[C:26]([NH:25][C:23](=[O:24])[CH:22]([CH3:21])[CH3:39])[CH:31]=[CH:30][C:29]=2[CH3:32])[CH2:34][CH2:35]1)(=[O:20])[CH3:19]. The product is C(C)(=O)C=1C=C(O[C@@H](CCN2CCC(CC2)C=2C=C(C=CC2C)NC(C(C)C)=O)C2=CC=CC=C2)C=CC1 (N-(3-{1-[(3S)-3-(3-ACETYLPHENOXY)-3-PHENYLPROPYL]-4-PIPERIDINYL}-4-METHYLPHENYL)-2-METHYLPROPANAMIDE). Starting materials: C(C)(C)NC(C)C (N,N-diisopropylamine), C(CCC)[Li] (n-butyllithium), C(=O)N1CCCCC1 (N-formylpiperidine), FC1=CC(=C(C#N)C=C1)OC (4-fluoro-2-methoxybenzonitrile). Solvent: O (water), O1CCCC1 (tetrahydrofuran), CCCCCC (n-hexane), O1CCCC1 (tetrahydrofuran), C(C)(=O)O (acetic acid). Conditions: time 15 minute. Yields the product FC1=C(C(=C(C#N)C=C1)OC)C=O (4-Fluoro-3-formyl-2-methoxybenzonitrile). Isolated yield 37.2%. As a reaction SMILES: C(NC(C)C)(C)C.C([Li])CCC.[F:13][C:14]1[CH:21]=[CH:20][C:17]([C:18]#[N:19])=[C:16]([O:22][CH3:23])[CH:15]=1.[CH:24](N1CCCCC1)=[O:25]>O1CCCC1.CCCCCC.O.C(O)(=O)C>[F:13][C:14]1[CH:21]=[CH:20][C:17]([C:18]#[N:19])=[C:16]([O:22][CH3:23])[C:15]=1[CH:24]=[O:25]. Procedure details: Under nitrogen atmosphere and at −78° C., to a solution of 10.7 g of N,N-diisopropylamine in 150 mL of tetrahydrofuran was added 40 mL of 2.66 M n-butyllithium in n-hexane, stirred at this temperature for 1 hour and 15 minutes, and added dropwise with a solution of 14.5 g of 4-fluoro-2-methoxybenzonitrile obtained by Production example 95 in 50 mL of tetrahydrofuran. After stirring at this temperature for 2 hours, 11.94 g of N-formylpiperidine was added. After stirring at this temperature for 40... Starting materials: N1=C(C=CC=C1)N1CCOC2=C(C1)C=C(C=C2)C=C2C(NC(S2)=O)=O (5-(4-Pyridin-2-yl-2,3,4,5-tetrahydro-benzo[f][1,4]oxazepin-7-ylmethylene)-thiazolidine -2,4-dione), C(C)O (ethanol), C(C)OCC (diethyl ether), C(C)OCC (diethyl ether), C(C)O (ethanol), compound, [Al] (aluminum), mercuric chloride. Solvent: O (water), COCCOC (1,2-dimethoxyethane). Reaction conditions: temperature -2.5 celsius, time 10 second. Product: N1=C(C=CC=C1)N1CCOC2=C(C1)C=C(C=C2)CC2C(NC(S2)=O)=O (5-(4-pyridin-2-yl-2,3,4,5-tetrahydro-benzo[f][1,4]oxazepin-7-yl-methyl)-thiazolidine-2,4-dione). Reaction SMILES: [N:1]1[CH:6]=[CH:5][CH:4]=[CH:3][C:2]=1[N:7]1[CH2:13][C:12]2[CH:14]=[C:15]([CH:18]=[C:19]3[S:23][C:22](=[O:24])[NH:21][C:20]3=[O:25])[CH:16]=[CH:17][C:11]=2[O:10][CH2:9][CH2:8]1.[Al].C(OCC)C.C(O)C>COCCOC.O>[N:1]1[CH:6]=[CH:5][CH:4]=[CH:3][C:2]=1[N:7]1[CH2:13][C:12]2[CH:14]=[C:15]([CH2:18][CH:19]3[S:23][C:22](=[O:24])[NH:21][C:20]3=[O:25])[CH:16]=[CH:17][C:11]=2[O:10][CH2:9][CH2:8]1. Procedure details: 5-(4-Pyridin-2-yl-2,3,4,5-tetrahydro-benzo[f][1,4]oxazepin-7-ylmethylene)-thiazolidine -2,4-dione [compound of Example 3] (0.54 g, 1.5 mmol) was taken in 1,2-dimethoxyethane (45 mL) and heated to dissolve. The reaction mixture was then cooled to −5 to 0° C. and to this solution kept under nitrogen, were added pieces of aluminum foil (10×10×0.02 mm, 0.306 g, 11.3 mmol) which had been freshly dipped for 10 seconds sequentially in each of diethyl ether, ethanol, 2% aqueous mercuric chloride solutio... Starting materials: ClC1=C2NC=NC2=NC=N1 (6-chloropurine), C(CCCCCCCCCCC)N (n-dodecylamine), C(CC)O (n-propanol). Run in O (water). Run at time 1 hour. Product: C(CCCCCCCCCCC)NC1=C2NC=NC2=NC=N1 (6-n-dodecylaminopurine). The yield is 92.7%. RXN SMILES: Cl[C:2]1[N:10]=[CH:9][N:8]=[C:7]2[C:3]=1[NH:4][CH:5]=[N:6]2.[CH2:11]([NH2:23])[CH2:12][CH2:13][CH2:14][CH2:15][CH2:16][CH2:17][CH2:18][CH2:19][CH2:20][CH2:21][CH3:22].C(O)CC>O>[CH2:11]([NH:23][C:2]1[N:10]=[CH:9][N:8]=[C:7]2[C:3]=1[NH:4][CH:5]=[N:6]2)[CH2:12][CH2:13][CH2:14][CH2:15][CH2:16][CH2:17][CH2:18][CH2:19][CH2:20][CH2:21][CH3:22]. Procedure details: A mixture of 6-chloropurine (2.5 g, 0.016 mole) and n-dodecylamine (7.4 g, 0.04 mole) in 40 ml. of n-propanol was refluxed for 5 hours. The reaction mixture was stirred at room temperature for 1 hour and cooled with water (15° C.) for another hour. The product was collected by filtration, washed by two 5 ml. portions of n-propanol and dried in a vacuum oven overnight to give 4.5 g (92% yield) of 6-n-dodecylaminopurine, a colorless solid, m.p. 159°-160° C., λ max (H2O)=268 nm, ε=17.3×103. Starting materials: CC(C)(C)n1nc(CCC=O)cc1-c1cccs1, Cc1ccc(N2CCNCC2)c(C)c1, CCN(C(C)C)C(C)C. Product: Cc1ccc(N2CCN(CCCc3cc(-c4cccs4)n(C(C)(C)C)n3)CC2)c(C)c1. As a reaction SMILES: [C:1]([CH3:2])([CH3:3])([CH3:4])[n:5]1[n:6][c:7]([CH2:15][CH2:16][CH:17]=[O:18])[cH:8][c:9]1-[c:10]1[s:11][cH:12][cH:13][cH:14]1.[CH3:19][c:20]1[c:21]([N:27]2[CH2:28][CH2:29][NH:30][CH2:31][CH2:32]2)[cH:22][cH:23][c:24]([CH3:26])[cH:25]1.[CH:33]([N:34]([CH2:35][CH3:36])[CH:37]([CH3:38])[CH3:39])([CH3:40])[CH3:41]>>[C:1]([CH3:2])([CH3:3])([CH3:4])[n:5]1[n:6][c:7]([CH2:15][CH2:16][CH2:17][N:30]2[CH2:29][CH2:28][N:27]([c:21]3[c:20]([CH3:19])[cH:25][c:24]([CH3:26])[cH:23][cH:22]3)[CH2:32][CH2:31]2)[cH:8][c:9]1-[c:10]1[s:11][cH:12][cH:13][cH:14]1.